Dataset: the Open Reaction Database (ORD), a public repository of structured organic reaction records. Task: describe an organic reaction: reactants, conditions, products, and yield Reactants: C(C)N(C1=C(C=CC(=C1)OC)[C@H]1CC=2C=CC(=CC2CC1)OC(C(C)(C)C)=O)C(C1=CC=C(C=C1)O)=O (pivalic acid (R)-6-{2-[ethyl(4-hydroxybenzoyl)amino]-4-methoxyphenyl}-5,6,7,8-tetrahydronaphthalen-2-yl ester), ClCC(=O)N(C)CCOC (2-chloro-N-(2-methoxyethyl)-N-methylacetamide). Yields the product C(C)N(C1=C(C=CC(=C1)OC)[C@H]1CC=2C=CC(=CC2CC1)O)CC1=CC=C(C=C1)OCCN(C)CCOC ((R)-6-{2-{Ethyl{4-{2-[(2-methoxyethyl)methylamino]ethoxy}benzyl}amino}-4-methoxyphenyl}-5,6,7,8-tetrahydronaphthalen-2-ol). Yield: 33.4%. As a reaction SMILES: [CH2:1]([N:3]([C:29](=O)[C:30]1[CH:35]=[CH:34][C:33]([OH:36])=[CH:32][CH:31]=1)[C:4]1[CH:9]=[C:8]([O:10][CH3:11])[CH:7]=[CH:6][C:5]=1[C@@H:12]1[CH2:21][CH2:20][C:19]2[CH:18]=[C:17]([O:22]C(=O)C(C)(C)C)[CH:16]=[CH:15][C:14]=2[CH2:13]1)[CH3:2].Cl[CH2:39][C:40]([N:42]([CH2:44][CH2:45][O:46][CH3:47])[CH3:43])=O>>[CH2:1]([N:3]([CH2:29][C:30]1[CH:31]=[CH:32][C:33]([O:36][CH2:39][CH2:40][N:42]([CH2:44][CH2:45][O:46][CH3:47])[CH3:43])=[CH:34][CH:35]=1)[C:4]1[CH:9]=[C:8]([O:10][CH3:11])[CH:7]=[CH:6][C:5]=1[C@@H:12]1[CH2:21][CH2:20][C:19]2[CH:18]=[C:17]([OH:22])[CH:16]=[CH:15][C:14]=2[CH2:13]1)[CH3:2]. Procedure details: Synthesized from pivalic acid (R)-6-{2-[ethyl(4-hydroxybenzoyl)amino]-4-methoxyphenyl}-5,6,7,8-tetrahydronaphthalen-2-yl ester (20 mg) and 2-chloro-N-(2-methoxyethyl)-N-methylacetamide (13 mg) according to an analogous synthetic method to Example 404 and purified by LC-MS, the title compound (6.9 mg) was obtained. As a reaction SMILES: [C-:1]#[N:2].[CH3:22][CH2:23][OH:24].[CH3:4][O:5][c:6]1[cH:7][cH:8][c:9]([CH:10]=[O:11])[cH:12][cH:13]1.[CH:14](=[O:15])[c:16]1[cH:17][cH:18][cH:19][cH:20][cH:21]1.[K+:3].[OH2:25]>>[CH3:4][O:5][c:6]1[cH:7][cH:8][c:9]([C:10](=[O:11])[CH:14]([OH:15])[c:16]2[cH:17][cH:18][cH:19][cH:20][cH:21]2)[cH:12][cH:13]1. The reactants are [C-]#N, CCO, COc1ccc(C=O)cc1, O=Cc1ccccc1, [K+], O. Yields the product COc1ccc(C(=O)C(O)c2ccccc2)cc1. The reactants are ClC1=NC=CC(=C1)CN1CCCC1 (2-Chloro-4-pyrrolidin-1-ylmethyl-pyridine), C1=NC(=CC2=CC=CC=C12)N (isoquinoline-3-ylamine), C([O-])([O-])=O.[Cs+].[Cs+] (caesium carbonate), CC1(C2=C(C(=CC=C2)P(C3=CC=CC=C3)C4=CC=CC=C4)OC5=C(C=CC=C51)P(C6=CC=CC=C6)C7=CC=CC=C7)C (Xantphos). Procedure details: 2-Chloro-4-pyrrolidin-1-ylmethyl-pyridine (1 eq), isoquinoline-3-ylamine (1 eq), 2.0 eq. of caesium carbonate, 10% (mol) Xantphos and 10% (mol) of Pd2(dba)3 were mixed in toluene (3 ml). The reaction mixture was degassed for three times and then warmed to 100° C. overnight. The reaction mixture was cooled, concentrated and purified by column chromatography eluting 0-10% sat. NH3/MeOH and DCM to afford the title compound. The reagents and catalysts are C=1C=CC(=CC1)/C=C/C(=O)/C=C/C2=CC=CC=C2.C=1C=CC(=CC1)/C=C/C(=O)/C=C/C2=CC=CC=C2.C=1C=CC(=CC1)/C=C/C(=O)/C=C/C2=CC=CC=C2.[Pd].[Pd] (Pd2(dba)3). Solvent: C1(=CC=CC=C1)C (toluene). Yields the product C1=NC(=CC2=CC=CC=C12)NC1=NC=CC(=C1)CN1CCCC1 (Isoquinolin-3-yl-(4-pyrrolidin-1-ylmethyl-pyridin-2-yl)-amine). Reaction SMILES: Cl[C:2]1[CH:7]=[C:6]([CH2:8][N:9]2[CH2:13][CH2:12][CH2:11][CH2:10]2)[CH:5]=[CH:4][N:3]=1.[CH:14]1[C:23]2[C:18](=[CH:19][CH:20]=[CH:21][CH:22]=2)[CH:17]=[C:16]([NH2:24])[N:15]=1.C(=O)([O-])[O-].[Cs+].[Cs+].CC1(C)C2C(=C(P(C3C=CC=CC=3)C3C=CC=CC=3)C=CC=2)OC2C(P(C3C=CC=CC=3)C3C=CC=CC=3)=CC=CC1=2>C1(C)C=CC=CC=1.C1C=CC(/C=C/C(/C=C/C2C=CC=CC=2)=O)=CC=1.C1C=CC(/C=C/C(/C=C/C2C=CC=CC=2)=O)=CC=1.C1C=CC(/C=C/C(/C=C/C2C=CC=CC=2)=O)=CC=1.[Pd].[Pd]>[CH:14]1[C:23]2[C:18](=[CH:19][CH:20]=[CH:21][CH:22]=2)[CH:17]=[C:16]([NH:24][C:2]2[CH:7]=[C:6]([CH2:8][N:9]3[CH2:13][CH2:12][CH2:11][CH2:10]3)[CH:5]=[CH:4][N:3]=2)[N:15]=1 |f:2.3.4,7.8.9.10.11|. Conditions: temperature 100 celsius. Starting materials: ClC=1C=CC=C2CC(C(C12)=O)CC1CCCCC1 (7-Chloro-2-cyclohexylmethyl-indan-1-one), C(CO)O (ethylene glycol), CC1=C(C=CC=C1C)B(O)O (2,3-dimethylphenyl boronic acid), C([O-])([O-])=O.[Na+].[Na+] (sodium carbonate). Solvent: O (water). Reaction conditions: temperature 125 celsius. Product: CC=1C=C(C=C(C1)C)C=1C=CC=C2CC(C(C12)=O)CC1CCCCC1 (7-(3′,5′-Dimethylphenyl)-2-cyclohexylmethyl-indan-1-one). As a reaction SMILES: Cl[C:2]1[CH:3]=[CH:4][CH:5]=[C:6]2[C:10]=1[C:9](=[O:11])[CH:8]([CH2:12][CH:13]1[CH2:18][CH2:17][CH2:16][CH2:15][CH2:14]1)[CH2:7]2.C[C:20]1[C:25]([CH3:26])=[CH:24][CH:23]=[CH:22][C:21]=1B(O)O.[C:30](=O)([O-])[O-].[Na+].[Na+].C(O)CO>O>[CH3:26][C:25]1[CH:24]=[C:23]([C:2]2[CH:3]=[CH:4][CH:5]=[C:6]3[C:10]=2[C:9](=[O:11])[CH:8]([CH2:12][CH:13]2[CH2:18][CH2:17][CH2:16][CH2:15][CH2:14]2)[CH2:7]3)[CH:22]=[C:21]([CH3:30])[CH:20]=1 |f:2.3.4|. Procedure: 20 g (76 mmole) 7-Chloro-2-cyclohexylmethyl-indan-1-one, 13.7 g (1.2 eq.) 2,3-dimethylphenyl boronic acid, 17.75 g sodium carbonate, 250 ml ethylene glycol and 50 ml water were placed in a 1 l—roundbottom flask equipped with a mechanical stirrer and a reflux condenser. The mixture was degassed three times by slight evacuation and recharging with argon. A premixed catalyst solution consisting of 34 mg (0.2 mole %) palladium acetate, 1 ml NaTPPTS (2.6 M in water, 0.8 mole %) and 2 ml of water was ... Starting materials: Intermediate 1, Cl.Cl.N12C[C@@H](C(CC1)CC2)N ((R)-1-azabicyclo[2.2.2]oct-3-ylamine dihydrochloride), BrC1=CC(=CS1)C(=O)O (5-bromothiophene-3-carboxylic acid). Yields the product hydrochloride salt, N12C[C@@H](C(CC1)CC2)NC(=O)C2=CSC(=C2)Br ((R)-N-(1-Azabicyclo[2.2.2]oct-3-yl)(5-bromothiophene-3-carboxamide)). Reaction SMILES: Cl.Cl.[N:3]12[CH2:10][CH2:9][CH:6]([CH2:7][CH2:8]1)[C@@H:5]([NH2:11])[CH2:4]2.[Br:12][C:13]1[S:17][CH:16]=[C:15]([C:18](O)=[O:19])[CH:14]=1>>[N:3]12[CH2:10][CH2:9][CH:6]([CH2:7][CH2:8]1)[C@@H:5]([NH:11][C:18]([C:15]1[CH:14]=[C:13]([Br:12])[S:17][CH:16]=1)=[O:19])[CH2:4]2 |f:0.1.2|. Reported procedure: Prepared by a method analogous to that described for the preparation of Intermediate 1 from (R)-1-azabicyclo[2.2.2]oct-3-ylamine dihydrochloride and 5-bromothiophene-3-carboxylic acid. The compound was purified by reverse phase HPLC on a Waters Bondapak® C18 column using a gradient of acetonitrile and 0.1% aqueous trifluoroacetic acid as the eluent. The product-containing fractions were evaporated, the residues dissolved in methanol, excess hydrogen chloride solution (4M in 1,4-dioxane) was adde... Reactants: O1C[C@@H](CC1)NC1=C2N=CN(C2=NC(=N1)Cl)[C@H]1[C@@H]([C@@H]([C@H](O1)COC(=O)NC)O)O ([(5-{6-[((3R)oxolan-3-yl)amino]-2-chloropurin-9-yl}(3S,2R,4R,5R)-3,4-dihydroxyoxolan-2-yl)methoxy]-N-methylcarboxamide), C1(CCCC1)N (cyclopentyl amine), CN (methyl amine). Yields the product O1C[C@@H](CC1)NC1=C2N=CN(C2=NC(=N1)Cl)[C@H]1[C@@H]([C@@H]([C@H](O1)COC(=O)NC1CCCC1)O)O ([(5-{6-[((3R)oxolan-3-yl)amino]-2-chloropurin-9-yl}(3S,2R,4R,5R)-3,4-dihydroxyoxolan-2-yl)methoxy]-N-cyclopentylcarboxamide). Reaction SMILES: [O:1]1[CH2:5][CH2:4][C@@H:3]([NH:6][C:7]2[N:15]=[C:14]([Cl:16])[N:13]=[C:12]3[C:8]=2[N:9]=[CH:10][N:11]3[C@@H:17]2[O:21][C@H:20]([CH2:22][O:23][C:24]([NH:26][CH3:27])=[O:25])[C@@H:19]([OH:28])[C@H:18]2[OH:29])[CH2:2]1.[CH:30]1(N)[CH2:34]C[CH2:32][CH2:31]1.CN>>[O:1]1[CH2:5][CH2:4][C@@H:3]([NH:6][C:7]2[N:15]=[C:14]([Cl:16])[N:13]=[C:12]3[C:8]=2[N:9]=[CH:10][N:11]3[C@@H:17]2[O:21][C@H:20]([CH2:22][O:23][C:24]([NH:26][CH:27]3[CH2:32][CH2:31][CH2:30][CH2:34]3)=[O:25])[C@@H:19]([OH:28])[C@H:18]2[OH:29])[CH2:2]1. Reported procedure: This compound was prepared in a manner similar to that of 13 substituting cyclopentyl amine for methyl amine. Starting materials: CC1=C(C2=C(O1)C(=CC=C2)[N+](=O)[O-])CN2C(C=1C(C2=O)=CC=CC1)=O (2-methyl-7-nitro-3-phthalimidomethylbenzo[b]furan), O.NN (hydrazine monohydrate), Cl (hydrochloric acid). Run in C(C)O (ethanol). Yields the product NCC=1C2=C(OC1C)C(=CC=C2)[N+](=O)[O-] (3-aminomethyl-2-methyl-7-nitrobenzo[b]furan). Yield: 82.3%. RXN SMILES: [CH3:1][C:2]1[O:6][C:5]2[C:7]([N+:11]([O-:13])=[O:12])=[CH:8][CH:9]=[CH:10][C:4]=2[C:3]=1[CH2:14][N:15]1C(=O)C2=CC=CC=C2C1=O.O.NN.Cl>C(O)C>[NH2:15][CH2:14][C:3]1[C:4]2[CH:10]=[CH:9][CH:8]=[C:7]([N+:11]([O-:13])=[O:12])[C:5]=2[O:6][C:2]=1[CH3:1] |f:1.2|. Procedure: A mixture of 2-methyl-7-nitro-3-phthalimidomethylbenzo[b]furan (575 mg) and hydrazine monohydrate (172 mg) in ethanol (10 ml) was refluxed for 5 hours. The reaction mixture was cooled, acidified with 1N-hydrochloric acid and filtered. The filtrate was neutralized with aqueous saturated sodium bicarbonate and the ethanol in the mixture was evaporated in vacuo. The separated solid was collected, washed with water and dried to give 3-aminomethyl-2-methyl-7-nitrobenzo[b]furan (290 mg). Starting materials: CCI, CN(C)C=O, COc1ccccc1COC(=O)Nc1ccc(Oc2ncnc3cc(OC)c(OC)cc23)cc1Cl, [H-], [Na+], O. Product: CCN(C(=O)OCc1ccccc1OC)c1ccc(Oc2ncnc3cc(OC)c(OC)cc23)cc1Cl. Reaction SMILES: [CH2:43]([CH3:44])[I:45].[CH3:1][N:2]([CH3:3])[CH:4]=[O:5].[Cl:8][c:9]1[c:10]([NH:30][C:31]([O:32][CH2:33][c:34]2[c:35]([O:40][CH3:41])[cH:36][cH:37][cH:38][cH:39]2)=[O:42])[cH:11][cH:12][c:13]([O:15][c:16]2[n:17][cH:18][n:19][c:20]3[cH:21][c:22]([O:28][CH3:29])[c:23]([O:26][CH3:27])[cH:24][c:25]23)[cH:14]1.[H-:6].[Na+:7].[OH2:46]>>[Cl:8][c:9]1[c:10]([N:30]([C:31]([O:32][CH2:33][c:34]2[c:35]([O:40][CH3:41])[cH:36][cH:37][cH:38][cH:39]2)=[O:42])[CH2:43][CH3:44])[cH:11][cH:12][c:13]([O:15][c:16]2[n:17][cH:18][n:19][c:20]3[cH:21][c:22]([O:28][CH3:29])[c:23]([O:26][CH3:27])[cH:24][c:25]23)[cH:14]1. The yield is 87.0%. Solvent: O (water), CN(C)C=O (DMF), C1(=CC=CC=C1)C (toluene), CN(C)C=O (DMF). As a reaction SMILES: [C:1]1([NH:7][C:8](=[O:12])[C:9]([CH3:11])=[CH2:10])[CH:6]=[CH:5][CH:4]=[CH:3][CH:2]=1.P(Cl)(Cl)(Cl)(Cl)Cl.[C:19]1(O)[CH:24]=[CH:23][CH:22]=[CH:21][CH:20]=1.[H-].[Na+]>C1(C)C=CC=CC=1.CN(C=O)C.O>[CH3:10][C:9](=[CH2:11])[C:8](=[N:7][C:1]1[CH:6]=[CH:5][CH:4]=[CH:3][CH:2]=1)[O:12][C:19]1[CH:24]=[CH:23][CH:22]=[CH:21][CH:20]=1 |f:3.4|. Conditions: time 1 hour. The reactants are C1(=CC=CC=C1)NC(C(=C)C)=O (N-phenylmethacrylamide), P(Cl)(Cl)(Cl)(Cl)Cl (phosphorus pentachloride), C1(=CC=CC=C1)O (phenol), [H-].[Na+] (sodium hydride). Procedure: To a suspension of 1.0 g (6.20 mmol) of N-phenylmethacrylamide in 4 ml of toluene was added 1.30 g (6.24 mmol) of phosphorus pentachloride and stirred at room temperature for 1 hour. The reaction mixture was concentrated under reduced pressure. The residue was dissolved in 5 ml of DMF and then cooled to 0° C. To a solution of 1.17 g (12.4 mmol) of phenol in 5 ml of DMF was added 546 mg (13.6 mmol) of sodium hydride (60% in oil) under ice cooling and stirred for 5 minutes. The mixture was added p... Product: CC(C(OC1=CC=CC=C1)=NC1=CC=CC=C1)=C (phenyl 2-methyl-N-phenyl-2-propenimidate). RXN SMILES: [CH2:24]([Cl:25])[Cl:26].[CH3:1][NH2:2].[O:3]=[C:4]1[c:5]2[c:6]([cH:20][cH:21][cH:22][cH:23]2)[CH2:7][CH2:8][c:9]2[c:10]1[cH:11][cH:12][c:13]([CH:15]([C:16](=[O:17])[Cl:18])[CH3:19])[cH:14]2>>[CH3:1][NH:2][C:16]([CH:15]([c:13]1[cH:12][cH:11][c:10]2[c:9]([cH:14]1)[CH2:8][CH2:7][c:6]1[c:5]([cH:23][cH:22][cH:21][cH:20]1)[C:4]2=[O:3])[CH3:19])=[O:17]. Product: CNC(=O)C(C)c1ccc2c(c1)CCc1ccccc1C2=O. Starting materials: ClCCl, CN, CC(C(=O)Cl)c1ccc2c(c1)CCc1ccccc1C2=O.